describe an organic reaction: reactants, conditions, products, and yield From a dataset of the Open Reaction Database (ORD), a public repository of structured organic reaction records. Starting materials: O[C@]1(CC2=CC=CC(=C2CC1)OCC(=O)OCC)CO ((2R)-2-hydroxy-2-(hydroxymethyl)-5-[(ethoxy carbonyl)methoxy]-1,2,3,4-tetrahydronaphthalene), ClC=1C=C(C=CC1)N(C(=O)Cl)C1=CC=CC=C1 (N-(3-chlorophenyl)-N-phenylcarbamoyl chloride), Cl (hydrochloric acid). Solvent: N1=CC=CC=C1 (pyridine). Reaction conditions: temperature 100 celsius, time 24 hour. Product: C(C)OC(=O)COC1=C2CCC(CC2=CC=C1)O (5-[(ethoxycarbonyl)methoxy]-2-hydroxy-1,2,3,4-tetrahydronaphthalene). Yield: 192.8%. RXN SMILES: [OH:1][C@:2]1(CO)[CH2:11][CH2:10][C:9]2[C:4](=[CH:5][CH:6]=[CH:7][C:8]=2[O:12][CH2:13][C:14]([O:16][CH2:17][CH3:18])=[O:15])[CH2:3]1.ClC1C=C(N(C2C=CC=CC=2)C(Cl)=O)C=CC=1.Cl>N1C=CC=CC=1>[CH2:17]([O:16][C:14]([CH2:13][O:12][C:8]1[CH:7]=[CH:6][CH:5]=[C:4]2[C:9]=1[CH2:10][CH2:11][CH:2]([OH:1])[CH2:3]2)=[O:15])[CH3:18]. Procedure: A mixture of (2R)-2-hydroxy-2-(hydroxymethyl)-5-[(ethoxy carbonyl)methoxy]-1,2,3,4-tetrahydronaphthalene (465 mg) and N-(3-chlorophenyl)-N-phenylcarbamoyl chloride (2.21 g) in pyridine (10 mL) was stirred at 100° C. for 24 hours. After cooling, the reaction mixture was poured into 3N hydrochloric acid (50 mL) under ice-cooling and extracted with EtOAc The organic layer was washed with water, saturated sodium hydrogen carbonate, water, and brine, dried over magnesium sulfate, evaporated in vacuo.... The reactants are CO, COc1cc2c(Oc3ccc([N+](=O)[O-])cc3F)ccnc2cc1OCC1CC2CN(C)CC2C1, CN(C)C=O. Product: COc1cc2c(Oc3ccc(N)cc3F)ccnc2cc1OCC1CC2CN(C)CC2C1. As a reaction SMILES: [CH3:40][OH:41].[F:1][c:2]1[c:3]([O:4][c:5]2[cH:6][cH:7][n:8][c:9]3[cH:10][c:11]([O:17][CH2:18][CH:19]4[CH2:20][CH:21]5[CH:22]([CH2:23][N:24]([CH3:26])[CH2:25]5)[CH2:27]4)[c:12]([O:15][CH3:16])[cH:13][c:14]23)[cH:28][cH:29][c:30]([N+:32]([O-:33])=[O:34])[cH:31]1.[O:35]=[CH:36][N:37]([CH3:38])[CH3:39]>>[F:1][c:2]1[c:3]([O:4][c:5]2[cH:6][cH:7][n:8][c:9]3[cH:10][c:11]([O:17][CH2:18][CH:19]4[CH2:20][CH:21]5[CH:22]([CH2:23][N:24]([CH3:26])[CH2:25]5)[CH2:27]4)[c:12]([O:15][CH3:16])[cH:13][c:14]23)[cH:28][cH:29][c:30]([NH2:32])[cH:31]1. The reactants are C(C)(C)(C)OC(=O)[C@H]1CC[C@H](CC1)OC1=NC=C(C(=O)OCC)C=C1 (ethyl cis-6-(4-tert-butoxycarbonylcyclohexyloxy)nicotinate), O.[OH-].[Li+] (lithium hydroxide monohydrate). Run in 1/1, C1CCOC1.CO (THF methanol). Product: C(C)(C)(C)OC(=O)[C@H]1CC[C@H](CC1)OC1=NC=C(C(=O)O)C=C1 (cis-6-(4-tert-butoxycarbonylcyclohexyloxy)nicotinic acid). Yield: 98.0%. RXN SMILES: [C:1]([O:5][C:6]([C@@H:8]1[CH2:13][CH2:12][C@H:11]([O:14][C:15]2[CH:25]=[CH:24][C:18]([C:19]([O:21]CC)=[O:20])=[CH:17][N:16]=2)[CH2:10][CH2:9]1)=[O:7])([CH3:4])([CH3:3])[CH3:2].O.[OH-].[Li+]>C1COCC1.CO>[C:1]([O:5][C:6]([C@@H:8]1[CH2:13][CH2:12][C@H:11]([O:14][C:15]2[CH:25]=[CH:24][C:18]([C:19]([OH:21])=[O:20])=[CH:17][N:16]=2)[CH2:10][CH2:9]1)=[O:7])([CH3:4])([CH3:2])[CH3:3] |f:1.2.3,4.5|. Reported procedure: 1.33 g of ethyl cis-6-(4-tert-butoxycarbonylcyclohexyloxy)nicotinate (3.97 mmol, 1 eq.) are dissolved in 60 mL of a 1/1 mixture of THF/methanol. At 0° C., 0.333 g of lithium hydroxide monohydrate (7.93 mmol; 2 eq.) is added with stirring. After stirring for 16 hours at room temperature, the reaction medium is evaporated and aqueous 6% sulfur dioxide solution is added. The precipitate formed is filtered off and washed with water to give 1.25 g of cis-6-(4-tert-butoxycarbonylcyclohexyloxy)nicotini... Reaction SMILES: [H-].[Na+].CN(C)C=O.[OH:8][C:9]1[C:18]2[C:13](=[CH:14][CH:15]=[CH:16][CH:17]=2)[N:12]=[CH:11][N:10]=1.Br[CH2:20][C:21]1[C:25]([C:26]#[N:27])=[C:24]([N:28]2[CH2:33][CH2:32][O:31][CH2:30][CH2:29]2)[S:23][C:22]=1[C:34]([O:36][CH3:37])=[O:35]>CO.C(Cl)Cl>[C:26]([C:25]1[C:21]([CH2:20][N:10]2[C:9](=[O:8])[C:18]3[C:13](=[CH:14][CH:15]=[CH:16][CH:17]=3)[N:12]=[CH:11]2)=[C:22]([C:34]([O:36][CH3:37])=[O:35])[S:23][C:24]=1[N:28]1[CH2:33][CH2:32][O:31][CH2:30][CH2:29]1)#[N:27] |f:0.1,5.6|. Product: C(#N)C=1C(=C(SC1N1CCOCC1)C(=O)OC)CN1C=NC2=CC=CC=C2C1=O (Methyl 4-cyano-5-(morpholin-4-yl)-3-[(4-oxoquinazolin-3(4H)-yl)methyl]thiophene-2-carboxylate). Isolated yield 87.4%. Solvent: CO.C(Cl)Cl (MeOH DCM). The reactants are [H-].[Na+] (Sodium hydride), BrCC1=C(SC(=C1C#N)N1CCOCC1)C(=O)OC (Methyl 3-(bromomethyl)-4-cyano-5-(morpholin-4-yl)thiophene-2-carboxylate), CN(C=O)C (N,N-Dimethylformamide), OC1=NC=NC2=CC=CC=C12 (4-hydroxyquinazoline). Procedure: Under N2 atmosphere Sodium hydride (23.0 mg, 0.910 mmol) was suspended in anhydrous N,N-Dimethylformamide (3.0 mL, 39 mmol), cooled with ice bath and stirred for 10 min. 4-hydroxyquinazoline (0.120 g, 0.821 mmol) was added and the clear solution was stirred at r.t. for 10 min, cooled with ice bath. Methyl 3-(bromomethyl)-4-cyano-5-(morpholin-4-yl)thiophene-2-carboxylate (0.203 g, 0.588 mmol) was added and the reddish-brown solution was stirred with cooling for 40 min. The mixture was quenched wi... Reaction conditions: time 10 minute. Reactants: CC(C)(C)NS(=O)(=O)c1csc2ccccc12, [Li]CCCC, CCCCCC, Cl, O=C=O, C1CCOC1, O. Product: CC(C)(C)NS(=O)(=O)c1c(C(=O)O)sc2ccccc12. RXN SMILES: [C:1]([CH3:2])([CH3:3])([CH3:4])[NH:5][S:6](=[O:7])(=[O:8])[c:9]1[cH:10][s:11][c:12]2[c:13]1[cH:14][cH:15][cH:16][cH:17]2.[CH2:18]([Li:19])[CH2:20][CH2:21][CH3:22].[CH3:27][CH2:28][CH2:29][CH2:30][CH2:31][CH3:32].[ClH:26].[O:23]=[C:24]=[O:25].[O:34]1[CH2:35][CH2:36][CH2:37][CH2:38]1.[OH2:33]>>[C:1]([CH3:2])([CH3:3])([CH3:4])[NH:5][S:6](=[O:7])(=[O:8])[c:9]1[c:10]([C:24](=[O:23])[OH:25])[s:11][c:12]2[c:13]1[cH:14][cH:15][cH:16][cH:17]2. Conditions: time 10 minute. Reported procedure: A mixture of 2-(2-benzothienyl)-3-methylbutanoic acid (0.5 g, 21.4 mmol) and KHCO3 (21.4 mmol) in 10 ml THF/DMF (1:1) is stirred for 10 minutes. Then the mesylate of α-cyano-3-phenoxybenzyl alcohol (0.65 g, 21.4 mmol) in 3 ml THF is added followed by stirring overnight. The mixture is diluted with 100 ml ether, washed with water and saturated NaCl, dried and solvent stripped to yield crude product. The product is isolated using thin layer chromatography developing with 15% ethyl acetate/hexane t... The solvent is C1CCOC1 (THF), CCOCC (ether), C1CCOC1.CN(C)C=O (THF DMF). Yields the product S1C(=CC2=C1C=CC=C2)C(C(=O)OC(C2=CC(=CC=C2)OC2=CC=CC=C2)C#N)C(C)C (α-cyano-3-phenoxybenzyl 2-(2-benzothienyl)-3-methyl-butanoate). Starting materials: S(C)(=O)(=O)[O-] (mesylate), C(#N)C(C1=CC(=CC=C1)OC1=CC=CC=C1)O (α-cyano-3-phenoxybenzyl alcohol), C(C)(=O)OCC.CCCCCC (ethyl acetate hexane), S1C(=CC2=C1C=CC=C2)C(C(=O)O)C(C)C (2-(2-benzothienyl)-3-methylbutanoic acid), KHCO3. Reaction SMILES: [S:1]1[C:5]2[CH:6]=[CH:7][CH:8]=[CH:9][C:4]=2[CH:3]=[C:2]1[CH:10]([CH:14]([CH3:16])[CH3:15])[C:11]([OH:13])=[O:12].S([O-])(=O)(=O)C.[C:22]([CH:24](O)[C:25]1[CH:30]=[CH:29][CH:28]=[C:27]([O:31][C:32]2[CH:37]=[CH:36][CH:35]=[CH:34][CH:33]=2)[CH:26]=1)#[N:23].C(OCC)(=O)C.CCCCCC>C1COCC1.CN(C=O)C.C1COCC1.CCOCC>[S:1]1[C:5]2[CH:6]=[CH:7][CH:8]=[CH:9][C:4]=2[CH:3]=[C:2]1[CH:10]([CH:14]([CH3:16])[CH3:15])[C:11]([O:13][CH:24]([C:22]#[N:23])[C:25]1[CH:30]=[CH:29][CH:28]=[C:27]([O:31][C:32]2[CH:33]=[CH:34][CH:35]=[CH:36][CH:37]=2)[CH:26]=1)=[O:12] |f:3.4,5.6|. Reactants: CC#N, OCCCCCCCCCCO, CCO, OC1(Cl)OC(COCc2ccccc2)C(OCc2ccccc2)C(OCc2ccccc2)C1OCc1ccccc1, O=S(=O)(O)O, Cc1ccccc1. The product is OCCCCCCCCCCOC1OC(COCc2ccccc2)C(OCc2ccccc2)C(OCc2ccccc2)C1OCc1ccccc1. Reaction SMILES: [C:66](#[N:67])[CH3:68].[CH2:42]([CH2:43][CH2:44][CH2:45][CH2:46][CH2:47][CH2:48][CH2:49][CH2:50][CH2:51][OH:52])[OH:53].[CH3:69][CH2:70][OH:71].[Cl:1][C:2]1([OH:3])[CH:4]([O:5][CH2:6][c:7]2[cH:8][cH:9][cH:10][cH:11][cH:12]2)[CH:13]([O:14][CH2:15][c:16]2[cH:17][cH:18][cH:19][cH:20][cH:21]2)[CH:22]([O:23][CH2:24][c:25]2[cH:26][cH:27][cH:28][cH:29][cH:30]2)[CH:31]([CH2:33][O:34][CH2:35][c:36]2[cH:37][cH:38][cH:39][cH:40][cH:41]2)[O:32]1.[S:54](=[O:55])(=[O:56])([OH:57])[OH:58].[c:59]1([CH3:60])[cH:61][cH:62][cH:63][cH:64][cH:65]1>>[CH:2]1([O:53][CH2:42][CH2:43][CH2:44][CH2:45][CH2:46][CH2:47][CH2:48][CH2:49][CH2:50][CH2:51][OH:52])[CH:4]([O:5][CH2:6][c:7]2[cH:8][cH:9][cH:10][cH:11][cH:12]2)[CH:13]([O:14][CH2:15][c:16]2[cH:17][cH:18][cH:19][cH:20][cH:21]2)[CH:22]([O:23][CH2:24][c:25]2[cH:26][cH:27][cH:28][cH:29][cH:30]2)[CH:31]([CH2:33][O:34][CH2:35][c:36]2[cH:37][cH:38][cH:39][cH:40][cH:41]2)[O:32]1.